Dataset: the Open Reaction Database (ORD), a public repository of structured organic reaction records. Task: describe an organic reaction: reactants, conditions, products, and yield Starting materials: [H-].[Na+] (sodium hydride), [N+](=O)([O-])C=1C=C(C=CC1)C(=O)N (3-nitrophenylcarboxamide), CS(=O)(=O)Cl (methanesulfonylchloride). The solvent is C(C)(=O)OCC (ethyl acetate), O1CCCC1 (tetrahydrofuran). Conditions: time 20 minute. Yields the product [N+](=O)([O-])C=1C=C(C=CC1)C(=O)NS(=O)(=O)C (3-Nitro-N-(methanesulfonyl)phenylcarboxamide). As a reaction SMILES: [N+:1]([C:4]1[CH:5]=[C:6]([C:10]([NH2:12])=[O:11])[CH:7]=[CH:8][CH:9]=1)([O-:3])=[O:2].[H-].[Na+].[CH3:15][S:16](Cl)(=[O:18])=[O:17]>O1CCCC1.C(OCC)(=O)C>[N+:1]([C:4]1[CH:5]=[C:6]([C:10]([NH:12][S:16]([CH3:15])(=[O:18])=[O:17])=[O:11])[CH:7]=[CH:8][CH:9]=1)([O-:3])=[O:2] |f:1.2|. Procedure details: A solution of 3-nitrophenylcarboxamide (2 g) in 150 ml of dry tetrahydrofuran was cooled to 0° C. and treated with 609 mg of sodium hydride (60% oil dispersion). The reaction mixture was stirred for 20 minutes and then methanesulfonylchloride (1.18 ml) was introduced dropwise via syringe. After 5 minutes the reaction mixture became homogeneous and was warmed to room temperature and stirred overnight. The reaction mixture was diluted with 300 ml of ethyl acetate and was washed with brine. The org... Reactants: CC(C)(C)COc1ccc2c(c1)C1(COC(N)=N1)c1cc(Br)ccc1O2, C1COCCN1, C1CCOC1, C[Si](C)(C)[N-][Si](C)(C)C, [Cl-], [Li+], [NH4+], O=C(C=Cc1ccccc1)C=Cc1ccccc1, O=C(C=Cc1ccccc1)C=Cc1ccccc1, O=C(C=Cc1ccccc1)C=Cc1ccccc1, [Pd], [Pd]. Product: CC(C)(C)COc1ccc2c(c1)C1(COC(N)=N1)c1cc(N3CCOCC3)ccc1O2. Reaction SMILES: [Br:1][c:2]1[cH:3][c:4]2[c:5]([cH:6][cH:7]1)[O:8][c:9]1[cH:10][cH:11][c:12]([O:21][CH2:22][C:23]([CH3:24])([CH3:25])[CH3:26])[cH:13][c:14]1[C:15]21[N:16]=[C:17]([NH2:20])[O:18][CH2:19]1.[CH2:37]1[CH2:38][O:39][CH2:40][CH2:41][NH:42]1.[CH2:43]1[O:44][CH2:45][CH2:46][CH2:47]1.[CH3:27][Si:28]([N-:29][Si:30]([CH3:31])([CH3:32])[CH3:33])([CH3:34])[CH3:35].[Cl-:48].[Li+:36].[NH4+:49].[O:52]=[C:53]([CH:54]=[CH:55][c:56]1[cH:57][cH:58][cH:59][cH:60][cH:61]1)[CH:62]=[CH:63][c:64]1[cH:65][cH:66][cH:67][cH:68][cH:69]1.[O:70]=[C:71]([CH:72]=[CH:73][c:74]1[cH:75][cH:76][cH:77][cH:78][cH:79]1)[CH:80]=[CH:81][c:82]1[cH:83][cH:84][cH:85][cH:86][cH:87]1.[O:88]=[C:89]([CH:90]=[CH:91][c:92]1[cH:93][cH:94][cH:95][cH:96][cH:97]1)[CH:98]=[CH:99][c:100]1[cH:101][cH:102][cH:103][cH:104][cH:105]1.[Pd:50].[Pd:51]>>[c:2]1([N:42]2[CH2:37][CH2:38][O:39][CH2:40][CH2:41]2)[cH:3][c:4]2[c:5]([cH:6][cH:7]1)[O:8][c:9]1[cH:10][cH:11][c:12]([O:21][CH2:22][C:23]([CH3:24])([CH3:25])[CH3:26])[cH:13][c:14]1[C:15]21[N:16]=[C:17]([NH2:20])[O:18][CH2:19]1. Reactants: C=CCC1OC(=O)C=C1N(CC=C)Cc1ccc(Cl)nc1, ClCCl. The product is O=C1C=C2C(CC=CCN2Cc2ccc(Cl)nc2)O1. As a reaction SMILES: [CH2:1]([CH:2]=[CH2:3])[CH:4]1[C:5]([N:10]([CH2:11][c:12]2[cH:13][n:14][c:15]([Cl:18])[cH:16][cH:17]2)[CH2:19][CH:20]=[CH2:21])=[CH:6][C:7](=[O:9])[O:8]1.[Cl:22][CH2:23][Cl:24]>>[CH2:1]1[CH:4]2[C:5](=[CH:6][C:7](=[O:9])[O:8]2)[N:10]([CH2:11][c:12]2[cH:13][n:14][c:15]([Cl:18])[cH:16][cH:17]2)[CH2:19][CH:20]=[CH:21]1. The reactants are C1CCCC2=NC3=C(NC(C21)=O)C=CC=C3 (1,2,3,4,10,11a-hexahydro-11H-dibenzo [b,e][1,4]diazepin-11-one), C(C1=CC=CC=C1)Br (benzyl bromide). The solvent is C(C)O.CCCCCC (ethanol hexane). Product: C(C1=CC=CC=C1)N1C2=C(N=C3C(C1=O)CCCC3)C=CC=C2 (10-Benzyl-1,2,3,4,10,11a-hexahydro-11H-dibenzo [b,e][1,4]diazepin-11-one). Yield: 66.0%. As a reaction SMILES: [CH2:1]1[CH:11]2[C:5](=[N:6][C:7]3[CH:16]=[CH:15][CH:14]=[CH:13][C:8]=3[NH:9][C:10]2=[O:12])[CH2:4][CH2:3][CH2:2]1.[CH2:17](Br)[C:18]1[CH:23]=[CH:22][CH:21]=[CH:20][CH:19]=1>C(O)C.CCCCCC>[CH2:17]([N:9]1[C:10](=[O:12])[CH:11]2[CH2:1][CH2:2][CH2:3][CH2:4][C:5]2=[N:6][C:7]2[CH:16]=[CH:15][CH:14]=[CH:13][C:8]1=2)[C:18]1[CH:23]=[CH:22][CH:21]=[CH:20][CH:19]=1 |f:2.3|. Procedure details: Using 1,2,3,4,10,11a-hexahydro-11H-dibenzo [b,e][1,4]diazepin-11-one and benzyl bromide, the titled compound was synthesized in substantially the same procedure as in Working Example 4. Yield 66%. m.p. 123°-125° C. (ethanol-hexane). As a reaction SMILES: [CH:1]1([C:6]2[NH:11][C:10](=[O:12])[C:9]([CH:13]([NH:16][C:17]([CH:19]3[CH2:21][CH2:20]3)=O)[CH2:14][CH3:15])=[N:8][N:7]=2)[CH2:5][CH2:4][CH2:3][CH2:2]1.P(Cl)(Cl)(Cl)=O>>[CH:1]1([C:6]2[NH:11][C:10](=[O:12])[C:9]3=[C:13]([CH2:14][CH3:15])[N:16]=[C:17]([CH:19]4[CH2:21][CH2:20]4)[N:8]3[N:7]=2)[CH2:5][CH2:4][CH2:3][CH2:2]1. Product: C1(CCCC1)C1=NN2C(C(N1)=O)=C(N=C2C2CC2)CC (2-Cyclopentyl-5-ethyl-7-cyclopropylimidazo[5,1-f][1,2,4]triazin-4(3H)-one). Procedure details: In analogy to the procedure for Example 1, 200 mg (0.66 mmol) crude N-[1-(3-cyclopentyl-5-oxo-4,5-dihydro-1,2,4-triazin-6-yl)propyl]cyclopropanecarboxamide, 165 mg (1.1 mmol) phosphoric trichloride are stirred at reflux for 4 hours, proportionate amounts of the solvents are used. The product is purified by chromatography (preparative HPLC). The reactants are C1(CCCC1)C1=NN=C(C(N1)=O)C(CC)NC(=O)C1CC1 (N-[1-(3-cyclopentyl-5-oxo-4,5-dihydro-1,2,4-triazin-6-yl)propyl]cyclopropanecarboxamide), P(=O)(Cl)(Cl)Cl (phosphoric trichloride).